Task: describe an organic reaction: reactants, conditions, products, and yield. Dataset: the Open Reaction Database (ORD), a public repository of structured organic reaction records Reactants: COc1ccc(CN2CC(C)(C(=O)O)Oc3ccc(OC(F)(F)F)cc32)cc1, CO, Cl, [OH-], [OH-], [Pd+2]. Yields the product Cl, CC1(C(=O)O)CNc2cc(OC(F)(F)F)ccc2O1. As a reaction SMILES: [CH3:1][O:2][c:3]1[cH:4][cH:5][c:6]([CH2:7][N:10]2[CH2:11][C:12]([C:25](=[O:26])[OH:27])([CH3:28])[O:13][c:14]3[c:15]2[cH:16][c:17]([O:20][C:21]([F:22])([F:23])[F:24])[cH:18][cH:19]3)[cH:8][cH:9]1.[CH3:30][OH:31].[ClH:29].[OH-:32].[OH-:33].[Pd+2:34]>>[ClH:29].[NH:10]1[CH2:11][C:12]([C:25](=[O:26])[OH:27])([CH3:28])[O:13][c:14]2[c:15]1[cH:16][c:17]([O:20][C:21]([F:22])([F:23])[F:24])[cH:18][cH:19]2. Starting materials: ClC1=CC2=C(SC=C2CN2C(N(CC2)C=2SC(=C(N2)C)C(=O)O)=O)C=C1 (2-(3-((5-chlorobenzo[b]thiophen-3-yl)methyl)-2-oxoimidazolidin-1-yl)-4-methylthiazole-5-carboxylic acid), CC=1N=C(SC1C(=O)O)N1C(N(CC1)CC=1C=NC=CC1)=O (4-methyl-2-(2-oxo-3-(pyridin-3-ylmethyl)imidazolidin-1-yl)thiazole-5-carboxylic acid), C(C1=CC=CC=C1)N (benzylamine). Product: C(C1=CC=CC=C1)NC(=O)C1=C(N=C(S1)N1C(N(CC1)CC=1C=NC=CC1)=O)C (N-benzyl-4-methyl-2-(2-oxo-3-(pyridin-3-ylmethyl)imidazolidin-1-yl)thiazole-5-carboxamide). The yield is 13.0%. Reaction SMILES: ClC1C=CC2SC=C(CN3CCN(C4SC(C(O)=O)=C(C)N=4)C3=O)C=2C=1.[CH3:27][C:28]1[N:29]=[C:30]([N:36]2[CH2:40][CH2:39][N:38]([CH2:41][C:42]3[CH:43]=[N:44][CH:45]=[CH:46][CH:47]=3)[C:37]2=[O:48])[S:31][C:32]=1[C:33]([OH:35])=O.[CH2:49]([NH2:56])[C:50]1[CH:55]=[CH:54][CH:53]=[CH:52][CH:51]=1>>[CH2:49]([NH:56][C:33]([C:32]1[S:31][C:30]([N:36]2[CH2:40][CH2:39][N:38]([CH2:41][C:42]3[CH:43]=[N:44][CH:45]=[CH:46][CH:47]=3)[C:37]2=[O:48])=[N:29][C:28]=1[CH3:27])=[O:35])[C:50]1[CH:55]=[CH:54][CH:53]=[CH:52][CH:51]=1. Procedure: Following the procedure as described in Example 32, making variations as required to replace 2-(3-((5-chlorobenzo[b]thiophen-3-yl)methyl)-2-oxoimidazolidin-1-yl)-4-methylthiazole-5-carboxylic acid with 4-methyl-2-(2-oxo-3-(pyridin-3-ylmethyl)imidazolidin-1-yl)thiazole-5-carboxylic acid to react with benzylamine, the title compound was obtained as a colorless solid in 13% yield: mp 110-113° C. (dichloromethane/hexanes); 1H NMR (300 MHz, CDCl3) δ 8.58-8.56 (m, 2H), 7.67 (d, J=7.8 Hz, 1H), 7.33-7.2... Starting materials: Cc1ccc(S(=O)(=O)OCC(C)CC(=O)OC(C)(C)C)cc1, CCOC(C)=O, [H-], [Na+], CN(C)C=O, Oc1ccc(N2CCN(c3ccncc3)CC2)cc1. Yields the product CC(COc1ccc(N2CCN(c3ccncc3)CC2)cc1)CC(=O)OC(C)(C)C. As a reaction SMILES: [CH3:22][CH:23]([CH2:24][C:25](=[O:26])[O:27][C:28]([CH3:29])([CH3:30])[CH3:31])[CH2:32][O:33][S:34]([c:35]1[cH:36][cH:37][c:38]([CH3:39])[cH:40][cH:41]1)(=[O:42])=[O:43].[CH3:44][CH2:45][O:46][C:47](=[O:48])[CH3:49].[H-:1].[Na+:2].[O:50]=[CH:51][N:52]([CH3:53])[CH3:54].[n:3]1[cH:4][cH:5][c:6]([N:9]2[CH2:10][CH2:11][N:12]([c:15]3[cH:16][cH:17][c:18]([OH:21])[cH:19][cH:20]3)[CH2:13][CH2:14]2)[cH:7][cH:8]1>>[n:3]1[cH:4][cH:5][c:6]([N:9]2[CH2:10][CH2:11][N:12]([c:15]3[cH:16][cH:17][c:18]([O:21][CH2:32][CH:23]([CH3:22])[CH2:24][C:25](=[O:26])[O:27][C:28]([CH3:29])([CH3:30])[CH3:31])[cH:19][cH:20]3)[CH2:13][CH2:14]2)[cH:7][cH:8]1. Reactants: [Cl-].[Na+] (sodium chloride), NC=1C=C(C=CC1)OB(O)O (3-aminophenylboric acid), C([O-])([O-])=O.[Na+].[Na+] (sodium carbonate), BrC1=CC=C(COC=2C=C3CCC(CC3=CC2)CCN(C)C)C=C1 (6-(4-bromobenzyl)oxy-2-[2-(N,N-dimethylamino)ethyl]tetralin). The reagents and catalysts are [Pd].C1(=CC=CC=C1)P(C1=CC=CC=C1)C1=CC=CC=C1.C1(=CC=CC=C1)P(C1=CC=CC=C1)C1=CC=CC=C1.C1(=CC=CC=C1)P(C1=CC=CC=C1)C1=CC=CC=C1.C1(=CC=CC=C1)P(C1=CC=CC=C1)C1=CC=CC=C1 (tetrakis-(triphenylphosphine) palladium). The solvent is C1(=CC=CC=C1)C (toluene), C(C)O (ethanol). Yields the product Cl.NC=1C=C(C=CC1)C1=CC=C(C=C1)COC=1C=C2CCC(CC2=CC1)CCN(C)C (6-(3′-Aminobiphenyl-4-yl)methoxy-2-[2-(N,N-dimethylamino)ethyl]tetralin Hydrochloride). RXN SMILES: [NH2:1][C:2]1[CH:3]=[C:4](OB(O)O)[CH:5]=[CH:6][CH:7]=1.C(=O)([O-])[O-].[Na+].[Na+].Br[C:19]1[CH:41]=[CH:40][C:22]([CH2:23][O:24][C:25]2[CH:26]=[C:27]3[C:32](=[CH:33][CH:34]=2)[CH2:31][CH:30]([CH2:35][CH2:36][N:37]([CH3:39])[CH3:38])[CH2:29][CH2:28]3)=[CH:21][CH:20]=1.[Cl-:42].[Na+]>[Pd].C1(P(C2C=CC=CC=2)C2C=CC=CC=2)C=CC=CC=1.C1(P(C2C=CC=CC=2)C2C=CC=CC=2)C=CC=CC=1.C1(P(C2C=CC=CC=2)C2C=CC=CC=2)C=CC=CC=1.C1(P(C2C=CC=CC=2)C2C=CC=CC=2)C=CC=CC=1.C1(C)C=CC=CC=1.C(O)C>[ClH:42].[NH2:1][C:2]1[CH:7]=[C:6]([C:19]2[CH:41]=[CH:40][C:22]([CH2:23][O:24][C:25]3[CH:26]=[C:27]4[C:32](=[CH:33][CH:34]=3)[CH2:31][CH:30]([CH2:35][CH2:36][N:37]([CH3:39])[CH3:38])[CH2:29][CH2:28]4)=[CH:21][CH:20]=2)[CH:5]=[CH:4][CH:3]=1 |f:1.2.3,5.6,7.8.9.10.11,14.15|. Procedure: An ethanol solution (10 ml) of 3-aminophenylboric acid (1.3 g) and an aqueous 2M sodium carbonate solution (10 ml) were added to a toluene solution (80 ml) of 6-(4-bromobenzyl)oxy-2-[2-(N,N-dimethylamino)ethyl]tetralin (3.00 g) and tetrakis-(triphenylphosphine) palladium (0.45 g). The reaction mixture was heated under reflux for 12 hours in an argon atmosphere. A saturated aqueous sodium chloride solution was added to this, which was then extracted with ethyl acetate. The organic layer was dried... The reactants are BrCCCCCCOCC1(COC1)C (3-[(6-bromohexyloxy)methyl]-3-methyloxetane), OC1=CC=C(C(=O)OCC)C=C1 (ethyl 4-hydroxybenzoate), C([O-])([O-])=O.[K+].[K+] (potassium carbonate), CN(C=O)C (dimethylformamide). Solvent: O (Water). The product is CC1(COC1)COCCCCCCOC1=CC=C(C(=O)OCC)C=C1 (ethyl 4-[6-(3-methyloxetan-3-ylmethoxy)hexyloxy]benzoate). Yield: 80.6%. RXN SMILES: Br[CH2:2][CH2:3][CH2:4][CH2:5][CH2:6][CH2:7][O:8][CH2:9][C:10]1([CH3:14])[CH2:13][O:12][CH2:11]1.[OH:15][C:16]1[CH:26]=[CH:25][C:19]([C:20]([O:22][CH2:23][CH3:24])=[O:21])=[CH:18][CH:17]=1.C(=O)([O-])[O-].[K+].[K+].CN(C)C=O>O>[CH3:14][C:10]1([CH2:9][O:8][CH2:7][CH2:6][CH2:5][CH2:4][CH2:3][CH2:2][O:15][C:16]2[CH:17]=[CH:18][C:19]([C:20]([O:22][CH2:23][CH3:24])=[O:21])=[CH:25][CH:26]=2)[CH2:13][O:12][CH2:11]1 |f:2.3.4|. Procedure details: A reaction mixture comprising 84 g of 3-[(6-bromohexyloxy)methyl]-3-methyloxetane, 50 g of ethyl 4-hydroxybenzoate, 50 g of potassium carbonate and 600 ml of dimethylformamide was stirred at 90° C. for 4 hours. Water was added to the reaction mixture and the reaction was stopped. This was extracted with ethyl acetate, and the organic layer was washed with aqueous 2 N-sodium hydroxide solution and water in that order, and then dried with anhydrous magnesium sulfate. The solvent was evaporated awa... Starting materials: O1COC2=C1C=CC(=C2)O (1,3-benzodioxol-5-ol), C(C)(C)[Mg]Cl (isopropyl magnesium chloride), FC(C=1C=CC=C2C(C(NC12)=O)=O)(F)F (7-Trifluoromethylisatin). Solvent: O1CCCC1 (tetrahydrofuran). Conditions: time 4 hour. The product is OC1(C(NC2=C(C=CC=C12)C(F)(F)F)=O)C1=CC2=C(OCO2)C=C1O (3-hydroxy-3-(6-hydroxy-1,3-benzodioxol-5-yl)-7-(trifluoromethyl)-1,3-dihydro-2H-indol-2-one). Yield: 175.0%. As a reaction SMILES: [O:1]1[C:5]2[CH:6]=[CH:7][C:8]([OH:10])=[CH:9][C:4]=2[O:3][CH2:2]1.C([Mg]Cl)(C)C.[F:16][C:17]([F:30])([F:29])[C:18]1[CH:19]=[CH:20][CH:21]=[C:22]2[C:26]=1[NH:25][C:24](=[O:27])[C:23]2=[O:28]>O1CCCC1>[OH:28][C:23]1([C:7]2[C:8]([OH:10])=[CH:9][C:4]3[O:3][CH2:2][O:1][C:5]=3[CH:6]=2)[C:22]2[C:26](=[C:18]([C:17]([F:16])([F:29])[F:30])[CH:19]=[CH:20][CH:21]=2)[NH:25][C:24]1=[O:27]. Procedure: To a solution of 1,3-benzodioxol-5-ol (9.63 g, 69.7 mmol) in anhydrous tetrahydrofuran (200 mL) was added dropwise a solution of isopropyl magnesium chloride (92.9 mmol, 46.5 mL, 2.0 M solution in tetrahydrofuran) over 30 min at 0° C. 7-Trifluoromethylisatin (4.00 g, 22.0 mmol) was added in one portion. The reaction mixture was stirred at ambient temperature for 4 h and the reaction was quenched by the addition of 10% aqueous hydrochloric acid (25.0 mL) and the mixture was concentrated in vacuo ... Starting materials: [C-]#N (cyanide), 1,3-bromopyridine, BrC=1C=[N+](C=CC1)[O-] (3-bromo-pyridine-N-oxide), ( 6 ). Run in N1=CC=CC=C1 (pyridine). The product is BrC=1C(=NC=CC1)C#N (3-bromo-pyridine-2-carbonitrile). Reaction SMILES: [Br:1][C:2]1[CH:3]=[N+:4]([O-])[CH:5]=[CH:6][CH:7]=1.[C-:9]#[N:10]>N1C=CC=CC=1>[Br:1][C:2]1[C:3]([C:9]#[N:10])=[N:4][CH:5]=[CH:6][CH:7]=1. Reported procedure: In Scheme I is described the preparation of pyridine intermediates (5) and (6). In Scheme I, Step 1,3-bromopyridine (1) is oxidized to 3-bromo-pyridine-N-oxide (2). In Scheme I, Step 2, cyanide addition gives 3-bromo-pyridine-2-carbonitrile (3). The nitrile of formula (3) is hydrolyzed to the carboxylic acid and esterified with acid catalysis to the ester of formula (4). In Scheme I, Step 4, the ester is reduced to the pyridylmethanol of formula (5a) using sodium borohydride. Starting materials: [BH4-], CO, CC(=O)c1cnc(-c2ccc(Cl)cc2)s1, [Na+]. The product is CC(O)c1cnc(-c2ccc(Cl)cc2)s1. Reaction SMILES: [BH4-:16].[CH3:18][OH:19].[Cl:1][c:2]1[cH:3][cH:4][c:5](-[c:8]2[s:9][c:10]([C:13]([CH3:14])=[O:15])[cH:11][n:12]2)[cH:6][cH:7]1.[Na+:17]>>[Cl:1][c:2]1[cH:3][cH:4][c:5](-[c:8]2[s:9][c:10]([CH:13]([CH3:14])[OH:15])[cH:11][n:12]2)[cH:6][cH:7]1. Starting materials: CC1(C=NC(CC=CCCC=CC1)C(C)C)C (3,3-dimethyl-12-isopropyl-1-aza-1,5,9-cyclododecatriene), Cl (hydrochloric acid), Cl.NO (hydroxylamine hydrochloride). The solvent is O (water). Product: CC(C=NO)(CC=CCCC=CCC(N)C(C)C)C (2,2-dimethyl-11-isopropyl-11-amino-undeca-4,8-dienal oxime). Isolated yield 92.0%. Reaction SMILES: [CH3:1][C:2]1([CH3:17])[CH2:13][CH:12]=[CH:11][CH2:10][CH2:9][CH:8]=[CH:7][CH2:6][CH:5]([CH:14]([CH3:16])[CH3:15])[N:4]=[CH:3]1.Cl.Cl.[NH2:20][OH:21]>O>[CH3:1][C:2]([CH3:17])([CH2:13][CH:12]=[CH:11][CH2:10][CH2:9][CH:8]=[CH:7][CH2:6][CH:5]([CH:14]([CH3:16])[CH3:15])[NH2:4])[CH:3]=[N:20][OH:21] |f:2.3|. Procedure details: The procedure described in Example 1(b) is repeated, except that 233.4 g (1 mol) of 3,3-dimethyl-12-isopropyl-1-aza-1,5,9-cyclododecatriene, 100 g of 37% hydrochloric acid, 200 ml of water and 69.5 g (1.0 mol) of hydroxylamine hydrochloride are used. Working up and subsequent distillation yields 245 g (0,92 mol) of 2,2-dimethyl-11-isopropyl-11-amino-undeca-4,8-dienal oxime; yield 92% of theory; boiling point 158°-162° C./4 Pa; nD20 =1.4930.